This data is from the Open Reaction Database (ORD), a public repository of structured organic reaction records. The task is: describe an organic reaction: reactants, conditions, products, and yield Starting materials: Cc1nc(Cl)c2nc(-c3ccccc3)cc-2[nH]1, [K+], [K+], OCC1CCCNC1, O=C([O-])[O-], O. Product: Cc1nc(N2CCCC(CO)C2)c2nc(-c3ccccc3)cc-2[nH]1. Reaction SMILES: [Cl:1][c:2]1[c:3]2[n:11][c:10](-[c:12]3[cH:13][cH:14][cH:15][cH:16][cH:17]3)[cH:9][c:4]-2[nH:5][c:6]([CH3:8])[n:7]1.[K+:26].[K+:27].[NH:18]1[CH2:19][CH:20]([CH2:24][OH:25])[CH2:21][CH2:22][CH2:23]1.[O-:28][C:29]([O-:30])=[O:31].[OH2:32]>>[c:2]1([N:18]2[CH2:19][CH:20]([CH2:24][OH:25])[CH2:21][CH2:22][CH2:23]2)[c:3]2[n:11][c:10](-[c:12]3[cH:13][cH:14][cH:15][cH:16][cH:17]3)[cH:9][c:4]-2[nH:5][c:6]([CH3:8])[n:7]1.